Dataset: the Open Reaction Database (ORD), a public repository of structured organic reaction records. Task: describe an organic reaction: reactants, conditions, products, and yield Reactants: Cc1ccc(NS(=O)(=O)c2cccc(OC(F)F)c2)cc1N1CCN(C(=O)OC(C)(C)C)CC1, CCOCC, ClCCl, Cl. The product is Cl, Cc1ccc(NS(=O)(=O)c2cccc(OC(F)F)c2)cc1N1CCNCC1. As a reaction SMILES: [C:1]([O:2][C:3](=[O:4])[N:8]1[CH2:9][CH2:10][N:11]([c:14]2[c:15]([CH3:34])[cH:16][cH:17][c:18]([NH:20][S:21](=[O:22])(=[O:23])[c:24]3[cH:25][c:26]([O:30][CH:31]([F:32])[F:33])[cH:27][cH:28][cH:29]3)[cH:19]2)[CH2:12][CH2:13]1)([CH3:5])([CH3:6])[CH3:7].[CH3:39][CH2:40][O:41][CH2:42][CH3:43].[Cl:36][CH2:37][Cl:38].[ClH:35]>>[ClH:35].[NH:8]1[CH2:9][CH2:10][N:11]([c:14]2[c:15]([CH3:34])[cH:16][cH:17][c:18]([NH:20][S:21](=[O:22])(=[O:23])[c:24]3[cH:25][c:26]([O:30][CH:31]([F:32])[F:33])[cH:27][cH:28][cH:29]3)[cH:19]2)[CH2:12][CH2:13]1.